Dataset: the Open Reaction Database (ORD), a public repository of structured organic reaction records. Task: describe an organic reaction: reactants, conditions, products, and yield Reactants: solution, C[Si](C)(C)[N-][Si](C)(C)C.[Na+] (sodium bis(trimethylsilyl)amide), CCCCCC (n-hexane), C(C1=CC=CC=C1)[C@@H]1N(C(OC1)=O)C(CCCC)=O ((S)-4-benzyl-3-pentanoyloxazolidin-2-one), [Cl-].[NH4+] (ammonium chloride), Example 6, Example 4, BrC/C=C/COCC1=CC=CC=C1 ([(E)-4-bromobut-2-enyloxymethyl]benzene). Solvent: O1CCCC1 (tetrahydrofuran), O1CCCC1 (tetrahydrofuran). Reaction conditions: temperature -40 celsius, time 30 minute. Product: C(C1=CC=CC=C1)[C@@H]1N(C(OC1)=O)C([C@@H](C\C=C\COCC1=CC=CC=C1)CCC)=O ((S)-4-Benzyl-3-[(2R,4E)-6-benzyloxy-2-propylhex-4-enoyl]oxazolidin-2-one). The yield is 79.2%. RXN SMILES: C[Si]([N-][Si](C)(C)C)(C)C.[Na+].CCCCCC.[CH2:17]([C@H:24]1[CH2:28][O:27][C:26](=[O:29])[N:25]1[C:30](=[O:35])[CH2:31][CH2:32][CH2:33][CH3:34])[C:18]1[CH:23]=[CH:22][CH:21]=[CH:20][CH:19]=1.Br[CH2:37]/[CH:38]=[CH:39]/[CH2:40][O:41][CH2:42][C:43]1[CH:48]=[CH:47][CH:46]=[CH:45][CH:44]=1.[Cl-].[NH4+]>O1CCCC1>[CH2:17]([C@H:24]1[CH2:28][O:27][C:26](=[O:29])[N:25]1[C:30](=[O:35])[C@H:31]([CH2:32][CH2:33][CH3:34])[CH2:37]/[CH:38]=[CH:39]/[CH2:40][O:41][CH2:42][C:43]1[CH:48]=[CH:47][CH:46]=[CH:45][CH:44]=1)[C:18]1[CH:19]=[CH:20][CH:21]=[CH:22][CH:23]=1 |f:0.1,5.6|. Reported procedure: 165 ml of a solution of sodium bis(trimethylsilyl)amide in n-hexane (1.03 mol/l) (169 mmol) was added to a solution of 37.0 g of (S)-4-benzyl-3-pentanoyloxazolidin-2-one obtained in Reference Example 6 (142 mmol) in tetrahydrofuran (330 ml) under a nitrogen atmosphere and at −78° C. over 45 minutes, and the mixture was stirred at the same temperature for 30 minutes. Then, a solution of 35.8 g of [(E)-4-bromobut-2-enyloxymethyl]benzene obtained in Reference Example 4 (148 mmol) in tetrahydrofuran... Starting materials: O=C1N(C2=C(OC3=C1C=CC=C3)C=CC=C2)CC2=CC=C(C=C2)/C=C/C(=O)OCC ((E)-ethyl 3-(4-((11-oxodibenzo[b,f][1,4]oxazepin-10(11H)-yl)methyl)phenyl)acrylate), [H][H] (hydrogen). Reagents/catalysts: [Pd] (palladium on charcoal). The solvent is C(C)O (ethanol). Yields the product O=C1N(C2=C(OC3=C1CCC=C3)C=CC=C2)CC2=CC=C(C=C2)CCC(=O)OCC (ethyl 3-(4-((11-oxodibenzo[b,f][1,4]oxazepin-10(1H)-yl)methyl)phenyl)propanoate). Isolated yield 94.0%. Reaction SMILES: [O:1]=[C:2]1[C:8]2[CH:9]=[CH:10][CH:11]=[CH:12][C:7]=2[O:6][C:5]2[CH:13]=[CH:14][CH:15]=[CH:16][C:4]=2[N:3]1[CH2:17][C:18]1[CH:23]=[CH:22][C:21](/[CH:24]=[CH:25]/[C:26]([O:28][CH2:29][CH3:30])=[O:27])=[CH:20][CH:19]=1.[H][H]>C(O)C.[Pd]>[O:1]=[C:2]1[C:8]2[CH2:9][CH2:10][CH:11]=[CH:12][C:7]=2[O:6][C:5]2[CH:13]=[CH:14][CH:15]=[CH:16][C:4]=2[N:3]1[CH2:17][C:18]1[CH:19]=[CH:20][C:21]([CH2:24][CH2:25][C:26]([O:28][CH2:29][CH3:30])=[O:27])=[CH:22][CH:23]=1. Procedure: Compound 416 (0.364 g, 0.912 mmol) was dissolved in ethanol (10.0 mL) and the palladium on charcoal (0.037 g, 10% w/w) was added. The reaction mixture was stirred over 1 atmosphere of hydrogen at room temperature for 1 hour. The catalyst was filtered and the filtrate was concentrated to afford title compound 417 (346 mg, 95%) that was used crude for next step. MS (m/z): 402.4 (M+H). Solvent: CO (methanol), O (water). Reactants: OC(CC1=C(C=C(C#N)C=C1)OC)CO (4-(2,3-dihydroxypropyl)-3-methoxybenzonitrile), NaIO4. Reaction SMILES: [OH:1][CH:2](CO)[CH2:3][C:4]1[CH:11]=[CH:10][C:7]([C:8]#[N:9])=[CH:6][C:5]=1[O:12][CH3:13]>CO.O>[CH3:13][O:12][C:5]1[CH:6]=[C:7]([CH:10]=[CH:11][C:4]=1[CH2:3][CH:2]=[O:1])[C:8]#[N:9]. Conditions: temperature 0 celsius, time 2 hour. Reported procedure: A solution of 4-(2,3-dihydroxypropyl)-3-methoxybenzonitrile (500 mg, 2.6 mmol) in 10 mL of methanol and 3 mL of water was cooled to 0° C. by ice bath, then NaIO4 (830 mg, 3.9 mmol) was added and the mixture was stirred at 0° C. for two hours. The reaction was monitored according to TLC. The mixture was filtered and concentrated. The residue was dissolved in DCM, dried over anhydrous sodium sulfate, and then purified by flash column chromatography to give 3-methoxy-4-(2-oxoethyl)benzonitrile. MS ... The product is COC=1C=C(C#N)C=CC1CC=O (3-methoxy-4-(2-oxoethyl)benzonitrile). The solvent is C(Cl)(Cl)Cl (chloroform), CS(=O)C (dimethyl sulfoxide). Conditions: time 2 hour. Reactants: Cl (hydrochloric acid), ClC1=CC=C(C(=O)NC(C(=O)O)CC2=CNC3=CC=CC=C23)C=C1 (2-(4-chlorobenzoylamino)-3-(indol-3-yl)propionic acid), CO (methanol), Cl (hydrochloric acid), O (water). The product is O.ClC1=CC=C(C(=O)NC(C(=O)O)CC2C(NC3=CC=CC=C23)=O)C=C1 (2-(4-chlorobenzoylamino)-3-(oxindol-3-yl)propionic acid monohydrate). Procedure: 6.8 Grams of 2-(4-chlorobenzoylamino)-3-(indol-3-yl)propionic acid prepared in Reference Example 6 was suspended in 8 g of dimethyl sulfoxide, then 17 g of concentrated hydrochloric acid was added to the suspension, and the resulting mixture was stirred at a room temperature for 2 hours. Further, 80 ml of water was added to the reaction mixture and stirred at a room temperature for 1 hour. The crystals formed were collected by filtration, washed with water, and dried. The crude crystals thus obt... As a reaction SMILES: [Cl:1][C:2]1[CH:24]=[CH:23][C:5]([C:6]([NH:8][CH:9]([CH2:13][C:14]2[C:22]3[C:17](=[CH:18][CH:19]=[CH:20][CH:21]=3)[NH:16][CH:15]=2)[C:10]([OH:12])=[O:11])=[O:7])=[CH:4][CH:3]=1.Cl.[OH2:26].CO>CS(C)=O.C(Cl)(Cl)Cl>[OH2:7].[Cl:1][C:2]1[CH:3]=[CH:4][C:5]([C:6]([NH:8][CH:9]([CH2:13][CH:14]2[C:22]3[C:17](=[CH:18][CH:19]=[CH:20][CH:21]=3)[NH:16][C:15]2=[O:26])[C:10]([OH:12])=[O:11])=[O:7])=[CH:23][CH:24]=1 |f:6.7|. The reactants are C(C)(C)N=C=NC(C)C (Diisopropylcarbodiimide), OCCCCCCCCCCCCCCCCCCCCCCCCCCC(=O)O (27-hydroxy-heptacosanoic acid), ON1N=NC2=C1C=CC=C2 (1-hydroxy-benzotriazole), OC[C@H](N)[C@H](O)[C@H](O)CCCCCCCCCCCCCC (phytosphingosine). The solvent is O1CCCC1 (tetrahydrofuran). Conditions: time 8 hour. Yields the product OCCCCCCCCCCCCCCCCCCCCCCCCCCC(=O)N[C@@H](CO)[C@H](O)[C@H](O)CCCCCCCCCCCCCC (N-(27-hydroxyheptacosanoyl)-phytospingosine). As a reaction SMILES: C(N=C=NC(C)C)(C)C.[OH:10][CH2:11][CH2:12][CH2:13][CH2:14][CH2:15][CH2:16][CH2:17][CH2:18][CH2:19][CH2:20][CH2:21][CH2:22][CH2:23][CH2:24][CH2:25][CH2:26][CH2:27][CH2:28][CH2:29][CH2:30][CH2:31][CH2:32][CH2:33][CH2:34][CH2:35][CH2:36][C:37]([OH:39])=O.ON1C2C=CC=CC=2N=N1.[OH:50][CH2:51][C@@H:52]([C@@H:54]([C@@H:56]([CH2:58][CH2:59][CH2:60][CH2:61][CH2:62][CH2:63][CH2:64][CH2:65][CH2:66][CH2:67][CH2:68][CH2:69][CH2:70][CH3:71])[OH:57])[OH:55])[NH2:53]>O1CCCC1>[OH:10][CH2:11][CH2:12][CH2:13][CH2:14][CH2:15][CH2:16][CH2:17][CH2:18][CH2:19][CH2:20][CH2:21][CH2:22][CH2:23][CH2:24][CH2:25][CH2:26][CH2:27][CH2:28][CH2:29][CH2:30][CH2:31][CH2:32][CH2:33][CH2:34][CH2:35][CH2:36][C:37]([NH:53][C@H:52]([C@@H:54]([C@@H:56]([CH2:58][CH2:59][CH2:60][CH2:61][CH2:62][CH2:63][CH2:64][CH2:65][CH2:66][CH2:67][CH2:68][CH2:69][CH2:70][CH3:71])[OH:57])[OH:55])[CH2:51][OH:50])=[O:39]. Procedure details: Diisopropylcarbodiimide (1 ml, 6.4 mmoles) was added to a stirred suspension of 27-hydroxy-heptacosanoic acid (2.13 g, 5 mmoles), dry tetrahydrofuran (50 ml), dried 1-hydroxy-benzotriazole (1.6 g, 13.5 mmoles) and phytosphingosine (1.5 g, 4.7 mmoles) at 40° C. under nitrogen. After stirring overnight the mixture was cooled to room temperature and the precipitate was filtered off and washed with 20 ml of tetrahydrofuran. Starting materials: [H-].[H-].[H-].[H-].[Li+].[Al+3] (LiAlH4), C1(=CC=CC=C1)C1CCC(CC1)C(=O)O (4-phenyl-cyclohexanecarboxylic acid). Run in C1CCOC1 (THF), C1CCOC1 (THF). Run at time 1.5 hour. Yields the product C1(=CC=CC=C1)C1CCC(CC1)CO (4-Phenyl-cyclohexylmethanol). Yield: 136.0%. As a reaction SMILES: [H-].[H-].[H-].[H-].[Li+].[Al+3].[C:7]1([CH:13]2[CH2:18][CH2:17][CH:16]([C:19](O)=[O:20])[CH2:15][CH2:14]2)[CH:12]=[CH:11][CH:10]=[CH:9][CH:8]=1>C1COCC1>[C:7]1([CH:13]2[CH2:18][CH2:17][CH:16]([CH2:19][OH:20])[CH2:15][CH2:14]2)[CH:12]=[CH:11][CH:10]=[CH:9][CH:8]=1 |f:0.1.2.3.4.5|. Procedure: A suspension of LiAlH4 (0.56 g, 14.8 mmol, 2.0 equiv) was prepared under argon in 50 mL of anhydrous THF (50 mL) kept at 0° C. A solution of 4-phenyl-cyclohexanecarboxylic acid (1.5 g, 7.34 mmol, 1.0 equiv) in 50 mL of THF was added dropwise over a 20 min period. The reaction mixture was stirred at ambient temperature for 1.5 h and then cooled to 0° C. The excess hydride reagent was carefully quenched under argon by dropwise addition of 1 N HCl. After quenching, the reaction mixture was extracte... Reactants: CN (methylamine), C(C)O (ethanol), BrC=1C(=C(C(=O)OC)C=CC1)CBr (Methyl 3-Bromo-2-(bromomethyl)benzoate). The solvent is C1CCOC1 (THF). Reaction conditions: time 2 hour. The product is BrC1=C2CN(C(C2=CC=C1)=O)C (4-Bromo-2-methyl-2,3-dihydro-1H-isoindol-1-one). RXN SMILES: [CH3:1][NH2:2].C(O)C.[Br:6][C:7]1[C:8]([CH2:17]Br)=[C:9]([CH:14]=[CH:15][CH:16]=1)[C:10](OC)=[O:11]>C1COCC1>[Br:6][C:7]1[CH:16]=[CH:15][CH:14]=[C:9]2[C:8]=1[CH2:17][N:2]([CH3:1])[C:10]2=[O:11]. Procedure: A solution of methylamine in ethanol (10 mL, 80 mmol, 8M solution in ethanol) was added to a solution of Methyl 3-Bromo-2-(bromomethyl)benzoate in THF (30 mL). After stirring for 2 h the reaction mixture was concentrated to dryness and water (30 mL) was added with rapid stirring. The solids produced were isolated by filtration and dried to give the desired product Product: COC(=O)C1=C(C=C2C=CC(=NC2=C1)C(F)(F)F)[N+](=O)[O-] (6-Nitro-2-trifluoromethyl-quinoline-7-carboxylic acid methyl ester). Procedure details: A solution of 6-Nitro-5-trifluoromethanesulfonyloxy-2-trifluoromethyl-quinoline-7-carboxylic acid methyl ester (12.0 g, 24.094 mmol, step d, example H-18) is dissolved in dimethylformamide (50 ml) under argon and then treated with palladium(II)acetate (0.16 g, 0.723 mmol) and 1,1′bis(diphenylphosphino)ferrocene (0.4 g, 0.723 mmol). To this mixture at room temperature is added triethyl silane (7.0 g, 7.234 mmol) and the reaction then stirred overnight at room temperature. The reaction mixture is ... The reagents and catalysts are C(C)(=O)[O-].[Pd+2].C(C)(=O)[O-] (palladium(II)acetate), C1(=CC=CC=C1)P([C-]1C=CC=C1)C1=CC=CC=C1.[C-]1(C=CC=C1)P(C1=CC=CC=C1)C1=CC=CC=C1.[Fe+2] (1,1′bis(diphenylphosphino)ferrocene). RXN SMILES: [CH3:1][O:2][C:3]([C:5]1[CH:14]=[C:13]2[C:8]([CH:9]=[CH:10][C:11]([C:15]([F:18])([F:17])[F:16])=[N:12]2)=[C:7](OS(C(F)(F)F)(=O)=O)[C:6]=1[N+:27]([O-:29])=[O:28])=[O:4].C([SiH](CC)CC)C>CN(C)C=O.C(OCC)(=O)C.C([O-])(=O)C.[Pd+2].C([O-])(=O)C.C1(P(C2C=CC=CC=2)[C-]2C=CC=C2)C=CC=CC=1.[C-]1(P(C2C=CC=CC=2)C2C=CC=CC=2)C=CC=C1.[Fe+2]>[CH3:1][O:2][C:3]([C:5]1[CH:14]=[C:13]2[C:8]([CH:9]=[CH:10][C:11]([C:15]([F:17])([F:18])[F:16])=[N:12]2)=[CH:7][C:6]=1[N+:27]([O-:29])=[O:28])=[O:4] |f:4.5.6,7.8.9|. Yield: 62.2%. Conditions: time 8 hour. The solvent is C(C)(=O)OCC (ethyl acetate), CN(C=O)C (dimethylformamide). Starting materials: COC(=O)C1=C(C(=C2C=CC(=NC2=C1)C(F)(F)F)OS(=O)(=O)C(F)(F)F)[N+](=O)[O-] (6-Nitro-5-trifluoromethanesulfonyloxy-2-trifluoromethyl-quinoline-7-carboxylic acid methyl ester), C(C)[SiH](CC)CC (triethyl silane).